From a dataset of the Open Reaction Database (ORD), a public repository of structured organic reaction records. describe an organic reaction: reactants, conditions, products, and yield Starting materials: CCOC(=O)C(Cc1nc(-c2ccccc2)ccc1NC(=O)OC(C)(C)C)N=C(c1ccccc1)c1ccccc1, C1CCOC1, O, O=C(O)CC(O)(CC(=O)O)C(=O)O. The product is CCOC(=O)C(N)Cc1nc(-c2ccccc2)ccc1NC(=O)OC(C)(C)C. RXN SMILES: [C:1]([CH3:2])([CH3:3])([CH3:4])[O:5][C:6](=[O:7])[NH:8][c:9]1[c:10]([CH2:21][CH:22]([C:23](=[O:24])[O:25][CH2:26][CH3:27])[N:28]=[C:29]([c:30]2[cH:31][cH:32][cH:33][cH:34][cH:35]2)[c:36]2[cH:37][cH:38][cH:39][cH:40][cH:41]2)[n:11][c:12](-[c:15]2[cH:16][cH:17][cH:18][cH:19][cH:20]2)[cH:13][cH:14]1.[CH2:55]1[O:56][CH2:57][CH2:58][CH2:59]1.[OH2:60].[OH:42][C:43]([CH2:44][C:45]([C:46](=[O:47])[OH:48])([CH2:49][C:50](=[O:51])[OH:52])[OH:53])=[O:54]>>[C:1]([CH3:2])([CH3:3])([CH3:4])[O:5][C:6](=[O:7])[NH:8][c:9]1[c:10]([CH2:21][CH:22]([C:23](=[O:24])[O:25][CH2:26][CH3:27])[NH2:28])[n:11][c:12](-[c:15]2[cH:16][cH:17][cH:18][cH:19][cH:20]2)[cH:13][cH:14]1. Reactants: NC1=NC(=C(C(=N1)C1=CC=C(C=C1)F)C#N)S(=O)C (2-amino-4-(4-fluoro-phenyl)-6-methanesulfinyl-pyrimidine-5-carbonitrile), N1=C(C=CC=C1)CN (2-picolylamine). The solvent is COCCOC (DME). Product: NC1=NC(=C(C(=N1)C1=CC=C(C=C1)F)C#N)NCC1=NC=CC=C1 (2-Amino-4-(4-fluoro-phenyl)-6-[(pyridin-2-yl-methyl)-amino]-pyrimidine-5-carbonitrile). RXN SMILES: [NH2:1][C:2]1[N:7]=[C:6]([C:8]2[CH:13]=[CH:12][C:11]([F:14])=[CH:10][CH:9]=2)[C:5]([C:15]#[N:16])=[C:4](S(C)=O)[N:3]=1.[N:20]1[CH:25]=[CH:24][CH:23]=[CH:22][C:21]=1[CH2:26][NH2:27]>COCCOC>[NH2:1][C:2]1[N:7]=[C:6]([C:8]2[CH:13]=[CH:12][C:11]([F:14])=[CH:10][CH:9]=2)[C:5]([C:15]#[N:16])=[C:4]([NH:27][CH2:26][C:21]2[CH:22]=[CH:23][CH:24]=[CH:25][N:20]=2)[N:3]=1. Reported procedure: From 2-amino-4-(4-fluoro-phenyl)-6-methanesulfinyl-pyrimidine-5-carbonitrile and 2-picolylamine in DME. ES-MS m/e (%): 321 (M+H+, 100). Reactants: CCO, O=Cc1ccccc1, NS(N)(=O)=O. Yields the product NS(=O)(=O)N=Cc1ccccc1. RXN SMILES: [CH3:14][CH2:15][OH:16].[CH:1](=[O:2])[c:3]1[cH:4][cH:5][cH:6][cH:7][cH:8]1.[NH2:9][S:10]([NH2:11])(=[O:12])=[O:13]>>[CH:1]([c:3]1[cH:4][cH:5][cH:6][cH:7][cH:8]1)=[N:11][S:10]([NH2:9])(=[O:12])=[O:13]. Reactants: C1CN([C@H]2CCC3=C([C@@H]12)C=CC=C3)CCCCCN3C(C=1C(C3=O)=CC=CC1)=O (rac-N-[5-(cis-1,2,3a, 4,5,9b-hexahydro-3H-benzo[e]indol-3-yl)pentyl]phthalimide), [H][H] (hydrogen), C(C)(=O)O (acetic acid). The reagents and catalysts are [Pd] (palladium/charcoal). Product: COC1=CC=CC=2[C@H]3CCN([C@H]3CCC21)CCCCCN2C(C1=CC=CC=C1C2)=O (rac-cis-2-[5-(6-methoxy-2,3,3a,4,5,9b-hexahydro-1H-benzo[e]indol-3-yl)pentyl]isoindolin-1-one), rac-2-[5-(6-methoxy-2,3,3a,4,5,9b-hexahydro-1H-cis-benzo[e]indol-6-yl)pentyl]octahydro-cis-isoindole-1,3-dione. Isolated yield 55.0%. As a reaction SMILES: [CH2:1]1[C@H:9]2[C@H:4]([CH2:5][CH2:6][C:7]3[CH:13]=[CH:12][CH:11]=[CH:10][C:8]=32)[N:3]([CH2:14][CH2:15][CH2:16][CH2:17][CH2:18][N:19]2[C:23](=O)[C:22]3=[CH:25][CH:26]=[CH:27][CH:28]=[C:21]3[C:20]2=[O:29])[CH2:2]1.[H][H].[C:32](O)(=[O:34])C>[Pd]>[CH3:32][O:34][C:13]1[C:7]2[CH2:6][CH2:5][C@H:4]3[C@H:9]([CH2:1][CH2:2][N:3]3[CH2:14][CH2:15][CH2:16][CH2:17][CH2:18][N:19]3[CH2:23][C:22]4[C:21](=[CH:28][CH:27]=[CH:26][CH:25]=4)[C:20]3=[O:29])[C:8]=2[CH:10]=[CH:11][CH:12]=1. Reported procedure: A solution of 3.10 g (0.007 mol) of rac-N-[5-(cis-1,2,3a, 4,5,9b-hexahydro-3H-benzo[e]indol-3-yl)pentyl]phthalimide in 100 ml of glacial acetic acid was treated with 1.0 g of 10% palladium/charcoal and hydrogenated at 60° for 6 hours at 20 bar hydrogen pressure. The acetic acid was distilled off and the residue was taken up in methylene chloride. The solution was washed with 2N sodium hydroxide solution, dried with sodium sulphate and concentrated. Chromatography over silica gel with ethyl aceta...